This data is from the Open Reaction Database (ORD), a public repository of structured organic reaction records. The task is: describe an organic reaction: reactants, conditions, products, and yield The reactants are C=C1C2=CC(=O)CC(C)C2(C)C2CCC3(C)C(=O)C(F)CC3C2C1C, N#CC1=C(C#N)C(=O)C(Cl)=C(Cl)C1=O, C1COCCO1. Product: C=C1C2=CC(=O)C=C(C)C2(C)C2CCC3(C)C(=O)C(F)CC3C2C1C. RXN SMILES: [CH3:1][CH:2]1[CH2:3][C:4](=[O:25])[CH:5]=[C:6]2[C:7](=[CH2:24])[CH:8]([CH3:23])[CH:9]3[CH:10]4[CH2:11][CH:12]([F:22])[C:13](=[O:21])[C:14]4([CH3:15])[CH2:16][CH2:17][CH:18]3[C:19]12[CH3:20].[Cl:26][C:27]1=[C:38]([Cl:39])[C:36](=[O:37])[C:33]([C:34]#[N:35])=[C:30]([C:31]#[N:32])[C:28]1=[O:29].[O:40]1[CH2:41][CH2:42][O:43][CH2:44][CH2:45]1>>[CH3:1][C:2]1=[CH:3][C:4](=[O:25])[CH:5]=[C:6]2[C:7](=[CH2:24])[CH:8]([CH3:23])[CH:9]3[CH:10]4[CH2:11][CH:12]([F:22])[C:13](=[O:21])[C:14]4([CH3:15])[CH2:16][CH2:17][CH:18]3[C:19]12[CH3:20].